From a dataset of the Open Reaction Database (ORD), a public repository of structured organic reaction records. describe an organic reaction: reactants, conditions, products, and yield Starting materials: NC1=CC=C(C=N1)OC=1C=C(C=CC1C)NC(OC(C)(C)C)=O (tert-butyl {3-[(6-aminopyridin-3-yl)oxy]-4-methylphenyl}carbamate), C(C)(C)N(C(C)C)CC (N,N-diisopropylethylamine), N(=C=S)C(=O)OCC (ethyl isothiocyanatoformate), [Cl-].O[NH3+] (hydroxylammonium chloride). Run in CO (methanol), CS(=O)C (DMSO), C(C)O (ethanol). The product is NC1=NN2C(C=CC(=C2)OC=2C=C(C=CC2C)NC(OC(C)(C)C)=O)=N1 (tert-butyl {3-[(2-amino[1,2,4]triazolo[1,5-a]pyridin-6-yl)oxy]-4-methylphenyl}carbamate). The yield is 81.5%. As a reaction SMILES: [NH2:1][C:2]1[N:7]=[CH:6][C:5]([O:8][C:9]2[CH:10]=[C:11]([NH:16][C:17](=[O:23])[O:18][C:19]([CH3:22])([CH3:21])[CH3:20])[CH:12]=[CH:13][C:14]=2[CH3:15])=[CH:4][CH:3]=1.[N:24]([C:27](OCC)=O)=C=S.[Cl-].O[NH3+].C([N:38](CC)C(C)C)(C)C>CO.C(O)C.CS(C)=O>[NH2:38][C:27]1[N:1]=[C:2]2[CH:3]=[CH:4][C:5]([O:8][C:9]3[CH:10]=[C:11]([NH:16][C:17](=[O:23])[O:18][C:19]([CH3:20])([CH3:22])[CH3:21])[CH:12]=[CH:13][C:14]=3[CH3:15])=[CH:6][N:7]2[N:24]=1 |f:2.3|. Procedure: In the same manner as in Example 17-1 and using tert-butyl {3-[(6-aminopyridin-3-yl)oxy]-4-methylphenyl}carbamate (1.69 g, 5.35 mmol), DMSO (5 mL), ethyl isothiocyanatoformate (843 mg, 6.42 mmol), ethanol (20 mL), methanol (20 mL), hydroxylammonium chloride (2.43 g, 35.0 mmol) and N,N-diisopropylethylamine (4.35 mL, 25.0 mmol) as starting materials, the title compound (1.55 g, 87%) was obtained as a white solid. Reactants: ester, N(CCCCCCCl)=CCCl (2-(hexamethylenimino)ethyl chloride), C(C)(C)(C)OC(NC1CCNCC1)=O (Piperidin-4-yl-carbamic acid tert-butyl ester). RXN SMILES: [N:1](=[CH:9][CH2:10]Cl)[CH2:2][CH2:3][CH2:4][CH2:5][CH2:6][CH2:7]Cl.[C:12]([O:16][C:17](=[O:25])[NH:18][CH:19]1[CH2:24][CH2:23][NH:22][CH2:21][CH2:20]1)([CH3:15])([CH3:14])[CH3:13]>>[C:12]([O:16][C:17](=[O:25])[NH:18][CH:19]1[CH2:24][CH2:23][N:22]([CH2:10][CH2:9][N:1]2[CH2:7][CH2:6][CH2:5][CH2:4][CH2:3][CH2:2]2)[CH2:21][CH2:20]1)([CH3:15])([CH3:13])[CH3:14]. Procedure details: It is synthesized analogously to ester 4 starting from 2-(hexamethylenimino)ethyl chloride (13.8 g) and ester 3 (12.4 g). Product: C(C)(C)(C)OC(NC1CCN(CC1)CCN1CCCCCC1)=O ([1-(2-Azepan-1-yl-ethyl)-piperidin-4-yl]-carbamic acid tert-butyl ester). Starting materials: COc1c2c(c(Br)[nH]c1=O)CCN(Cc1ccc(F)c(Cl)c1)C2=O, Br, CC(=O)O. Yields the product O=C1c2c(c(Br)[nH]c(=O)c2O)CCN1Cc1ccc(F)c(Cl)c1. RXN SMILES: [Br:1][c:2]1[c:3]2[c:8]([c:9]([O:13][CH3:14])[c:10](=[O:12])[nH:11]1)[C:7](=[O:15])[N:6]([CH2:16][c:17]1[cH:18][c:19]([Cl:24])[c:20]([F:23])[cH:21][cH:22]1)[CH2:5][CH2:4]2.[BrH:25].[CH3:26][C:27](=[O:28])[OH:29]>>[Br:1][c:2]1[c:3]2[c:8]([c:9]([OH:13])[c:10](=[O:12])[nH:11]1)[C:7](=[O:15])[N:6]([CH2:16][c:17]1[cH:18][c:19]([Cl:24])[c:20]([F:23])[cH:21][cH:22]1)[CH2:5][CH2:4]2. The reactants are C(CC#N)#N (Malononitrile), [H-].[K+] (potassium hydride), CCCCCC (hexane), C(C1=CC=CC=C1)C=1C(C2=CC=CC=C2C(C1)=O)=O (2-benzyl-1,4-naphthoquinone), 2h. The solvent is O1CCCC1 (tetrahydrofuran), O1CCCC1 (tetrahydrofuran), CCCCCC.C(C)(=O)OCC (hexane ethyl acetate). Product: NC1=C(C2=C(O1)C1=CC=CC=C1C(=C2CC2=CC=CC=C2)O)C#N (2-Amino-4-benzyl-3-cyano-5-hydroxynaphtho[1,2-b]furan). Yield: 36.5%. RXN SMILES: [H-].[K+].CCCCCC.[C:9](#[N:13])[CH2:10][C:11]#[N:12].[CH2:14]([C:21]1[C:22](=[O:32])[C:23]2[C:28]([C:29](=[O:31])[CH:30]=1)=[CH:27][CH:26]=[CH:25][CH:24]=2)[C:15]1[CH:20]=[CH:19][CH:18]=[CH:17][CH:16]=1>O1CCCC1.CCCCCC.C(OCC)(=O)C>[NH2:12][C:11]1[O:31][C:29]2[C:28]3[C:23]([C:22]([OH:32])=[C:21]([CH2:14][C:15]4[CH:20]=[CH:19][CH:18]=[CH:17][CH:16]=4)[C:30]=2[C:10]=1[C:9]#[N:13])=[CH:24][CH:25]=[CH:26][CH:27]=3 |f:0.1,6.7|. Procedure details: A mixture of potassium hydride (7.56 g, 63 mmol, 35% oil dispersion) and hexane (250ml) was stirred at room temperature under nitrogen. Solvent was decanted off and substituted with dry tetrahydrofuran (250ml). Malononitrile (4.16 g, 63 mmol), dissolved in tetrahydrofuran (50 ml), was then added to the slurry dropwise. A mixture of 2-benzyl-1,4-naphthoquinone (15.62 g, 63 mmol) and tetrahydrofuran (50 ml) was then added dropwise. The reaction mixture was set at reflux for 2h, allowed to cool to ... Reaction SMILES: [Al+3:2].[CH2:17]1[O:18][CH2:19][CH2:20][CH2:21]1.[H-:1].[H-:4].[H-:5].[H-:6].[Li+:3].[OH:7][CH:8]1[CH2:9][N:10]([CH2:14][C:15]#[N:16])[CH2:11][CH2:12][CH2:13]1>>[OH:7][CH:8]1[CH2:9][N:10]([CH2:14][CH2:15][NH2:16])[CH2:11][CH2:12][CH2:13]1. Yields the product NCCN1CCCC(O)C1. Starting materials: [Al+3], C1CCOC1, [H-], [H-], [H-], [H-], [Li+], N#CCN1CCCC(O)C1.